This data is from the Open Reaction Database (ORD), a public repository of structured organic reaction records. The task is: describe an organic reaction: reactants, conditions, products, and yield Reactants: FC1=C(C=CC=C1)C=1C(=NC=2N(C1)C=CN2)C2=CC=C(C=O)C=C2 (4-[6-(2-Fluorophenyl)-imidazo[1,2-a]pyrimidin-7-yl]-benzaldehyde), C(=O)(O)[O-].[Na+] (NaHCO3), CC1=NC(=CC=C1)C=1NN=C(N1)C1CCNCC1 (2-Methyl-6-(5-piperidine-4-yl-2H-[1,2,4]triazole-3-yl)pyridine), [BH-](OC(=O)C)(OC(=O)C)OC(=O)C.[Na+] (NaBH(OAc)3). The solvent is C(C)(=O)O (acetic acid), C(C)N(CC)CC (triethylamine), CN1CCCC1=O (NMP). Reaction conditions: time 1 hour. Product: FC1=C(C=CC=C1)C=1C(=NC=2N(C1)C=CN2)C2=CC=C(C=C2)CN2CCC(CC2)C2=NNC(=N2)C2=NC(=CC=C2)C (6-(2-fluorophenyl)-7-(4-{4-[5-(6-methylpyridine-2-yl)-1H-[1,2,4]triazole-3-yl]-piperidine-1-ylmethyl}-phenyl)-imidazo[1,2-a]pyrimidine). The yield is 20.3%. Reaction SMILES: [CH3:1][C:2]1[CH:7]=[CH:6][CH:5]=[C:4]([C:8]2[NH:9][N:10]=[C:11]([CH:13]3[CH2:18][CH2:17][NH:16][CH2:15][CH2:14]3)[N:12]=2)[N:3]=1.[F:19][C:20]1[CH:25]=[CH:24][CH:23]=[CH:22][C:21]=1[C:26]1[C:27]([C:35]2[CH:42]=[CH:41][C:38]([CH:39]=O)=[CH:37][CH:36]=2)=[N:28][C:29]2[N:30]([CH:32]=[CH:33][N:34]=2)[CH:31]=1.[BH-](OC(C)=O)(OC(C)=O)OC(C)=O.[Na+].C([O-])(O)=O.[Na+]>CN1C(=O)CCC1.C(O)(=O)C.C(N(CC)CC)C>[F:19][C:20]1[CH:25]=[CH:24][CH:23]=[CH:22][C:21]=1[C:26]1[C:27]([C:35]2[CH:36]=[CH:37][C:38]([CH2:39][N:16]3[CH2:17][CH2:18][CH:13]([C:11]4[N:12]=[C:8]([C:4]5[CH:5]=[CH:6][CH:7]=[C:2]([CH3:1])[N:3]=5)[NH:9][N:10]=4)[CH2:14][CH2:15]3)=[CH:41][CH:42]=2)=[N:28][C:29]2[N:30]([CH:32]=[CH:33][N:34]=2)[CH:31]=1 |f:2.3,4.5|. Procedure details: 398.6 mg (1.26 mmol) 2-Methyl-6-(5-piperidine-4-yl-2H-[1,2,4]triazole-3-yl)pyridine×2HCl are dissolved in 10.9 mL NMP. After addition of 0.42 mL triethylamine the reaction mixture is stirred for one hour. 400 mg (1.26 mmol) 4-[6-(2-Fluorophenyl)-imidazo[1,2-a]pyrimidin-7-yl]-benzaldehyde and 0.13 mL acetic acid are added. The reaction mixture is stirred over night at room temperature. 293.9 mg (1.39 mmol) NaBH(OAc)3, are added in portions and the reaction mixture is stirred at room temperature f... Starting materials: OB(O)c1ccc(Br)cc1, O=C([O-])[O-], Cc1ccccc1, Ic1c2ccccc2c(-c2ccccc2)c2ccccc12, [K+], [K+], c1ccc(P(c2ccccc2)(c2ccccc2)[Pd](P(c2ccccc2)(c2ccccc2)c2ccccc2)(P(c2ccccc2)(c2ccccc2)c2ccccc2)P(c2ccccc2)(c2ccccc2)c2ccccc2)cc1. Yields the product Brc1ccc(-c2c3ccccc3c(-c3ccccc3)c3ccccc23)cc1. As a reaction SMILES: [Br:22][c:23]1[cH:24][cH:25][c:26]([B:29]([OH:30])[OH:31])[cH:27][cH:28]1.[C:32](=[O:33])([O-:34])[O-:35].[CH3:115][c:116]1[cH:117][cH:118][cH:119][cH:120][cH:121]1.[I:1][c:2]1[c:3]2[cH:4][cH:5][cH:6][cH:7][c:8]2[c:9](-[c:16]2[cH:17][cH:18][cH:19][cH:20][cH:21]2)[c:10]2[cH:11][cH:12][cH:13][cH:14][c:15]12.[K+:36].[K+:37].[cH:38]1[cH:39][cH:40][c:41]([P:42]([Pd:43]([P:44]([c:45]2[cH:46][cH:47][cH:48][cH:49][cH:50]2)([c:51]2[cH:52][cH:53][cH:54][cH:55][cH:56]2)[c:57]2[cH:58][cH:59][cH:60][cH:61][cH:62]2)([P:63]([c:64]2[cH:65][cH:66][cH:67][cH:68][cH:69]2)([c:70]2[cH:71][cH:72][cH:73][cH:74][cH:75]2)[c:76]2[cH:77][cH:78][cH:79][cH:80][cH:81]2)[P:82]([c:83]2[cH:84][cH:85][cH:86][cH:87][cH:88]2)([c:89]2[cH:90][cH:91][cH:92][cH:93][cH:94]2)[c:95]2[cH:96][cH:97][cH:98][cH:99][cH:100]2)([c:101]2[cH:102][cH:103][cH:104][cH:105][cH:106]2)[c:107]2[cH:108][cH:109][cH:110][cH:111][cH:112]2)[cH:113][cH:114]1>>[c:2]1(-[c:26]2[cH:25][cH:24][c:23]([Br:22])[cH:28][cH:27]2)[c:3]2[cH:4][cH:5][cH:6][cH:7][c:8]2[c:9](-[c:16]2[cH:17][cH:18][cH:19][cH:20][cH:21]2)[c:10]2[cH:11][cH:12][cH:13][cH:14][c:15]12. The reactants are ClC1=NC=C(C(=O)NCC2=CN(C3=CC(=CC=C3C2=O)Cl)C2=CC=CC=C2)C=C1 (6-chloro-N-((7-chloro-4-oxo-1-phenyl-1,4-dihydroquinolin-3-yl)methyl)nicotinamide), OCCC1CCNCC1 (4-(hydroxyethyl)piperidine). Product: ClC1=CC=C2C(C(=CN(C2=C1)C1=CC=CC=C1)CNC(=O)C=1C=CC(=NC1)N1CCC(CC1)CCO)=O (4-(2-Hydroxy-ethyl)-3,4,5,6-tetrahydro-2H-[1,2′]bipyridinyl-5′-carboxylic acid (7-chloro-4-oxo-1-phenyl-1,4-dihydro-quinolin-3-ylmethyl)-amide). RXN SMILES: Cl[C:2]1[CH:29]=[CH:28][C:5]([C:6]([NH:8][CH2:9][C:10]2[C:19](=[O:20])[C:18]3[C:13](=[CH:14][C:15]([Cl:21])=[CH:16][CH:17]=3)[N:12]([C:22]3[CH:27]=[CH:26][CH:25]=[CH:24][CH:23]=3)[CH:11]=2)=[O:7])=[CH:4][N:3]=1.[OH:30][CH2:31][CH2:32][CH:33]1[CH2:38][CH2:37][NH:36][CH2:35][CH2:34]1>>[Cl:21][C:15]1[CH:14]=[C:13]2[C:18]([C:19](=[O:20])[C:10]([CH2:9][NH:8][C:6]([C:5]3[CH:28]=[CH:29][C:2]([N:36]4[CH2:37][CH2:38][CH:33]([CH2:32][CH2:31][OH:30])[CH2:34][CH2:35]4)=[N:3][CH:4]=3)=[O:7])=[CH:11][N:12]2[C:22]2[CH:23]=[CH:24][CH:25]=[CH:26][CH:27]=2)=[CH:17][CH:16]=1. Reported procedure: 4-(2-Hydroxy-ethyl)-3,4,5,6-tetrahydro-2H-[1,2′]bipyridinyl-5′-carboxylic acid (7-chloro-4-oxo-1-phenyl-1,4-dihydro-quinolin-3-ylmethyl)-amide was prepared starting from intermediate E and 4-(hydroxyethyl)piperidine. 1H NMR (400 MHz, DMSO-d6) δ ppm 8.50 (d, J=2.01 Hz, 1H) 8.43 (t, J=5.65 Hz, 1H) 8.21 (d, J=9.04 Hz, 1H) 7.80-7.88 (m, 2H) 7.54-7.65 (m, 3H) 7.49-7.53 (m, 2H) 7.38 (dd, J=8.66, 1.88 Hz, 1H) 6.84 (d, J=2.00 Hz, 1H) 6.72 (d, J=8.78 Hz, 1H) 4.25-4.33 (m, 5H) 3.38 (q, J=6.10 Hz, 2H) 2.75... The reactants are F[B-](F)(F)F, O=C(O)c1cccn(Cc2ccccc2)c1=O, CCN(C(C)C)C(C)C, NC(=O)c1cc(Oc2ccc(N)cc2F)ccn1, CN(C)C=O, CN(C)C(On1nnc2ccccc21)=[N+](C)C. Product: NC(=O)c1cc(Oc2ccc(NC(=O)c3cccn(Cc4ccccc4)c3=O)cc2F)ccn1. RXN SMILES: [B-:36]([F:37])([F:38])([F:39])[F:40].[CH2:1]([c:2]1[cH:3][cH:4][cH:5][cH:6][cH:7]1)[n:8]1[c:9](=[O:17])[c:10]([C:14](=[O:15])[OH:16])[cH:11][cH:12][cH:13]1.[CH:58]([N:59]([CH2:60][CH3:61])[CH:62]([CH3:63])[CH3:64])([CH3:65])[CH3:66].[NH2:18][c:19]1[cH:20][c:21]([F:35])[c:22]([O:23][c:24]2[cH:25][c:26]([C:30](=[O:31])[NH2:32])[n:27][cH:28][cH:29]2)[cH:33][cH:34]1.[O:67]=[CH:68][N:69]([CH3:70])[CH3:71].[n:41]1([O:42][C:43]([N:44]([CH3:45])[CH3:46])=[N+:47]([CH3:48])[CH3:49])[c:50]2[cH:51][cH:52][cH:53][cH:54][c:55]2[n:56][n:57]1>>[CH2:1]([c:2]1[cH:3][cH:4][cH:5][cH:6][cH:7]1)[n:8]1[c:9](=[O:17])[c:10]([C:14](=[O:16])[NH:18][c:19]2[cH:20][c:21]([F:35])[c:22]([O:23][c:24]3[cH:25][c:26]([C:30](=[O:31])[NH2:32])[n:27][cH:28][cH:29]3)[cH:33][cH:34]2)[cH:11][cH:12][cH:13]1. The reactants are CC(C)(C)OC(=O)NCC1CCN(CCCCCN)C1, ClCCl, CC(C)N=C=O. Yields the product CC(C)NC(=O)NCCCCCN1CCC(CNC(=O)OC(C)(C)C)C1. RXN SMILES: [C:1]([CH3:2])([CH3:3])([CH3:4])[O:5][C:6](=[O:7])[NH:8][CH2:9][CH:10]1[CH2:11][N:12]([CH2:15][CH2:16][CH2:17][CH2:18][CH2:19][NH2:20])[CH2:13][CH2:14]1.[CH2:27]([Cl:28])[Cl:29].[CH:21]([CH3:22])([CH3:23])[N:24]=[C:25]=[O:26]>>[C:1]([CH3:2])([CH3:3])([CH3:4])[O:5][C:6](=[O:7])[NH:8][CH2:9][CH:10]1[CH2:11][N:12]([CH2:15][CH2:16][CH2:17][CH2:18][CH2:19][NH:20][C:25]([NH:24][CH:21]([CH3:22])[CH3:23])=[O:26])[CH2:13][CH2:14]1. Reactants: Cl.C1=CC=CC=2OCOC3=C(C(C21)=CCCN2CC(CC2)CC(=O)O)C=CC=C3 (1-(3-(12H-Dibenzo[d,g][1,3]dioxocin-12-ylidene)-1-propyl)-3-pyrrolidineacetic acid hydrochloride), BrCCC=C1C2=C(OCOC3=C1C=CC=C3)C=CC=C2 (12-(3-bromo-1-propylidene)-12H-dibenzo[d,g][1,3]dioxocine), C(C)(=O)O.N1CC(CC1)CC(=O)OC (methyl 3-pyrrolidineacetate acetate), C([O-])([O-])=O.[K+].[K+] (potassium carbonate), [I-].[K+] (potassium iodide). Solvent: CC(CC)=O (2-butanone), CCOCC (ether), O (water). Reaction conditions: time 5 minute. Yields the product COC(CC1CN(CC1)CCC=C1C2=C(OCOC3=C1C=CC=C3)C=CC=C2)=O (1-(3-(12H-dibenzo[d,g]-[1,3]dioxocin-12-ylidene)-1-propyl)-3-pyrrolidineacetic acid methyl ester). Reaction SMILES: Cl.[CH:2]1[C:13]2[C:12](=[CH:14][CH2:15][CH2:16][N:17]3[CH2:21][CH2:20][CH:19]([CH2:22][C:23]([OH:25])=[O:24])[CH2:18]3)[C:11]3[CH:26]=[CH:27][CH:28]=[CH:29][C:10]=3[O:9][CH2:8][O:7][C:6]=2[CH:5]=[CH:4][CH:3]=1.Br[CH2:31]CC=C1C2C=CC=CC=2OCOC2C=CC=CC1=2.C(O)(=O)C.N1CCC(CC(OC)=O)C1.C(=O)([O-])[O-].[K+].[K+].[I-].[K+]>CC(=O)CC.CCOCC.O>[CH3:31][O:24][C:23](=[O:25])[CH2:22][CH:19]1[CH2:20][CH2:21][N:17]([CH2:16][CH2:15][CH:14]=[C:12]2[C:11]3[CH:26]=[CH:27][CH:28]=[CH:29][C:10]=3[O:9][CH2:8][O:7][C:6]3[CH:5]=[CH:4][CH:3]=[CH:2][C:13]2=3)[CH2:18]1 |f:0.1,3.4,5.6.7,8.9|. Reported procedure: 1-(3-(12H-Dibenzo[d,g][1,3]dioxocin-12-ylidene)-1-propyl)-3-pyrrolidineacetic acid hydrochloride ##STR8## A mixture of 12-(3-bromo-1-propylidene)-12H-dibenzo[d,g][1,3]dioxocine (500 g, 15 mmol, prepared as described in example 1), methyl 3-pyrrolidineacetate acetate (3.04 g, 15 mmol), potassium carbonate (6.2 g, 45 mmol) and potassium iodide (2.23 g, 13 mmol) in 2-butanone (70 ml) was heated at reflux temperature for 5 h. The readon mixture was cooled and water (140 ml) and ether (140 ml) were a... Starting materials: ClC1=C(C=CC(=C1)Cl)[N+](=O)[O-] (2,4-dichloro-1-nitrobenzene), C(C1=CC=CC=C1)N1CCC(CC1)N (N-benzyl-4-aminopiperidine). Solvent: C(C)OCCO (2-ethoxyethanol), C(C)OCCO (2-ethoxyethanol). Yields the product C(C1=CC=CC=C1)N1CCC(CC1)NC1=C(C=CC(=C1)Cl)[N+](=O)[O-] (2-[(1-Benzylpiperid-4-yl)amino]-4-chloro-1-nitrobenzene). The yield is 35.3%. As a reaction SMILES: Cl[C:2]1[CH:7]=[C:6]([Cl:8])[CH:5]=[CH:4][C:3]=1[N+:9]([O-:11])=[O:10].[CH2:12]([N:19]1[CH2:24][CH2:23][CH:22]([NH2:25])[CH2:21][CH2:20]1)[C:13]1[CH:18]=[CH:17][CH:16]=[CH:15][CH:14]=1>C(OCCO)C>[CH2:12]([N:19]1[CH2:24][CH2:23][CH:22]([NH:25][C:2]2[CH:7]=[C:6]([Cl:8])[CH:5]=[CH:4][C:3]=2[N+:9]([O-:11])=[O:10])[CH2:21][CH2:20]1)[C:13]1[CH:14]=[CH:15][CH:16]=[CH:17][CH:18]=1. Reported procedure: A solution of 38.4 g of 2,4-dichloro-1-nitrobenzene in 160 ml of 2-ethoxyethanol is heated to 100° C. A solution of 152.23 g of N-benzyl-4-aminopiperidine in 40 ml of 2-ethoxyethanol is then added slowly. The mixture is refluxed for 5 hours. The solvent is evaporated off under vacuum, the residue is taken up with H2O, extracted with AcOEt, washed with water and dried over Na2SO4 and the solvent is evaporated off under vacuum. The residue is chromatographed on silica using isopropyl ether as the ... Reactants: COC(=O)C1=NC(=C2C=CC=NC2=C1O)Br (5-bromo-8-hydroxy-[1,6]naphthyridine-7-carboxylic acid methyl ester), CSC1=C(CN)C=CC=C1 (2-methylthiobenzylamine). Product: CSC1=C(CNC(=O)C2=NC(=C3C=CC=NC3=C2O)Br)C=CC=C1 (8-hydroxy-5-bromo-[1,6]naphthyridine-7-carboxylic acid 2-methylsulfanylbenzylamide). RXN SMILES: CO[C:3]([C:5]1[C:14]([OH:15])=[C:13]2[C:8]([CH:9]=[CH:10][CH:11]=[N:12]2)=[C:7]([Br:16])[N:6]=1)=[O:4].[CH3:17][S:18][C:19]1[CH:26]=[CH:25][CH:24]=[CH:23][C:20]=1[CH2:21][NH2:22]>>[CH3:17][S:18][C:19]1[CH:26]=[CH:25][CH:24]=[CH:23][C:20]=1[CH2:21][NH:22][C:3]([C:5]1[C:14]([OH:15])=[C:13]2[C:8]([CH:9]=[CH:10][CH:11]=[N:12]2)=[C:7]([Br:16])[N:6]=1)=[O:4]. Procedure: To a 25 mL round bottomed flask with a stirring bar, reflux condenser and a nitrogen inlet was added 5-bromo-8-hydroxy-[1,6]naphthyridine-7-carboxylic acid methyl ester (0.511 g, 1.81 mmol) dry toluene (12.5 mL) and 2-methylthiobenzylamine (0.346 g, 2.26 mmol). This mixture was heated at reflux for 24 h. The mixture was cooled to ambient temperature and the toluene was removed in vacuo. The residue was triturated with a little Et2O/hexane, collected on a frit and dried in vacuo to give 8-hydroxy... Starting materials: ClC=1N=C(SC1C=O)N1CC(CC1)O (4-Chloro-2-(3-hydroxy-pyrrolidin-1-yl)-thiazole-5-carbaldehyde), C1(CC1)NC(=O)[C@H]1[C@@H]2C=C[C@H]([C@H]1NC1=C(C(=NC=C1Cl)N)N)C2 ((1S,2S,3R,4R)-3-(2,3-Diamino-5-chloro-pyridin-4-ylamino)-bicyclo[2.2.1]hept-5-ene-2-carboxylic acid cyclopropylamide), C(C)(=O)[O-].[NH4+] (Ammonium acetate). Yields the product C1(CC1)NC(=O)[C@H]1[C@@H]2C=C[C@H]([C@H]1NC1=C3C(=NC=C1Cl)NC(=N3)C3=C(N=C(S3)N3C[C@@H](CC3)O)Cl)C2 ((1S,2S,3R,4R)-3-[6-Chloro-2-[4-chloro-2-((R)-3-hydroxy-pyrrolidin-1-yl)-thiazol-5-yl]-3H-imidazo[4,5-b]pyridin-7-ylamino]-bicyclo[2.2.1]hept-5-ene-2-carboxylic acid cyclopropylamide). Isolated yield 11.1%. RXN SMILES: [Cl:1][C:2]1[N:3]=[C:4]([N:9]2[CH2:13][CH2:12][CH:11]([OH:14])[CH2:10]2)[S:5][C:6]=1[CH:7]=O.[CH:15]1([NH:18][C:19]([C@@H:21]2[C@H:26]([NH:27][C:28]3[C:33]([Cl:34])=[CH:32][N:31]=[C:30]([NH2:35])[C:29]=3[NH2:36])[C@@H:25]3[CH2:37][C@H:22]2[CH:23]=[CH:24]3)=[O:20])[CH2:17][CH2:16]1.C([O-])(=O)C.[NH4+]>>[CH:15]1([NH:18][C:19]([C@@H:21]2[C@H:26]([NH:27][C:28]3[C:33]([Cl:34])=[CH:32][N:31]=[C:30]4[NH:35][C:7]([C:6]5[S:5][C:4]([N:9]6[CH2:13][CH2:12][C@@H:11]([OH:14])[CH2:10]6)=[N:3][C:2]=5[Cl:1])=[N:36][C:29]=34)[C@@H:25]3[CH2:37][C@H:22]2[CH:23]=[CH:24]3)=[O:20])[CH2:17][CH2:16]1 |f:2.3|. Procedure: In a similar fashion to Compound LXXXVII, 4-Chloro-2-(3-hydroxy-pyrrolidin-1-yl)-thiazole-5-carbaldehyde (174.40 mg, 0.74951 mmol), (1S,2S,3R,4R)-3-(2,3-Diamino-5-chloro-pyridin-4-ylamino)-bicyclo[2.2.1]hept-5-ene-2-carboxylic acid cyclopropylamide (200 mg, 0.6 mmol), and Ammonium acetate (92.439 mg, 1.1992 mmol) were reacted to produce 36.26 mg (10%) of the title compound. (300 MHz, DMSO-d6) 12.68 (s, 1H), 8.30 (s, 1H), 7.94 (s, 1H), 6.93 (s, 1H), 6.38-6.30 (m, 2H), 4.99 (t, J=17 Hz, 8.5 Hz, 1H...